Task: describe an organic reaction: reactants, conditions, products, and yield. Dataset: the Open Reaction Database (ORD), a public repository of structured organic reaction records The reactants are C(C)(C)(C)OC([C@H]1N(C[C@@H](C1)N=[N+]=[N-])C(=O)OC(C)(C)C)=O ((4R)-1-(tert-butyloxycarbonyl)-4-azido-L-proline tert-butyl ester), [H][H] (hydrogen). Reagents/catalysts: [Pd] (palladium-on-charcoal). Solvent: C(C)O (ethanol). Yields the product C(C)(C)(C)OC([C@H]1N(C[C@@H](C1)N)C(=O)OC(C)(C)C)=O ((4R)-1-(tert-Butyloxycarbonyl)-4-amino-L-Proline tert-Butyl Ester). Reaction SMILES: [C:1]([O:5][C:6](=[O:22])[C@@H:7]1[CH2:11][C@@H:10]([N:12]=[N+]=[N-])[CH2:9][N:8]1[C:15]([O:17][C:18]([CH3:21])([CH3:20])[CH3:19])=[O:16])([CH3:4])([CH3:3])[CH3:2].[H][H]>C(O)C.[Pd]>[C:1]([O:5][C:6](=[O:22])[C@@H:7]1[CH2:11][C@@H:10]([NH2:12])[CH2:9][N:8]1[C:15]([O:17][C:18]([CH3:21])([CH3:20])[CH3:19])=[O:16])([CH3:4])([CH3:3])[CH3:2]. Procedure: A solution (4R)-1-(tert-butyloxycarbonyl)-4-azido-L-proline tert-butyl ester (191 mg, 0.611 mmol) in 90% ethanol (15 mL) was hydrogenated in the presence of 10% palladium-on-charcoal (40 mg) under a balloon atmosphere of hydrogen gas for one hour. The catalyst was removed by filtration through Celite, the filter washed with methanol, and the combined filtrate and washings evaporated. The title compound was obtained as a colorless oil after drying under high vacuum; yield 177 mg. The reactants are CC1CN(C(=O)OCc2ccccc2)CC(=O)N1C, CCO. The product is CC1CNCC(=O)N1C. RXN SMILES: [CH3:1][CH:2]1[CH2:3][N:4]([C:10]([O:11][CH2:12][c:13]2[cH:14][cH:15][cH:16][cH:17][cH:18]2)=[O:19])[CH2:5][C:6](=[O:9])[N:7]1[CH3:8].[CH3:20][CH2:21][OH:22]>>[CH3:1][CH:2]1[CH2:3][NH:4][CH2:5][C:6](=[O:9])[N:7]1[CH3:8]. Starting materials: C1(CCCCC1)C1=C(C(=NO1)C1(C2C(=NO1)C1=CC=C(C=C1CC2)C=C)O)C(F)(F)F (3-(5-cyclohexyl-4-(trifluoromethyl)isoxazol-3-yl)-7-vinyl-3,3a,4,5-tetrahydronaphtho[1,2-c]isoxazol-3-ol), S(=O)(Cl)Cl (thionyl chloride). Solvent: C1(=CC=CC=C1)C (toluene), N1=CC=CC=C1 (pyridine), Cl (hydrochloric acid). Run at temperature 110 celsius. Product: C1(CCCCC1)C1=C(C(=NO1)C1=C2C(=NO1)C1=CC=C(C=C1CC2)C=C)C(F)(F)F (3-(5-cyclohexyl-4-(trifluoromethyl)isoxazol-3-yl)-7-vinyl-4,5-dihydronaphtho[1,2-c]isoxazole). The yield is 16.0%. RXN SMILES: [CH:1]1([C:7]2[O:11][N:10]=[C:9]([C:12]3(O)[O:16][N:15]=[C:14]4[C:17]5[C:22]([CH2:23][CH2:24][CH:13]34)=[CH:21][C:20]([CH:25]=[CH2:26])=[CH:19][CH:18]=5)[C:8]=2[C:28]([F:31])([F:30])[F:29])[CH2:6][CH2:5][CH2:4][CH2:3][CH2:2]1.S(Cl)(Cl)=O>C1(C)C=CC=CC=1.N1C=CC=CC=1.Cl>[CH:1]1([C:7]2[O:11][N:10]=[C:9]([C:12]3[O:16][N:15]=[C:14]4[C:17]5[C:22]([CH2:23][CH2:24][C:13]=34)=[CH:21][C:20]([CH:25]=[CH2:26])=[CH:19][CH:18]=5)[C:8]=2[C:28]([F:29])([F:30])[F:31])[CH2:2][CH2:3][CH2:4][CH2:5][CH2:6]1. Procedure details: A stirred mixture of 3-(5-cyclohexyl-4-(trifluoromethyl)isoxazol-3-yl)-7-vinyl-3,3a,4,5-tetrahydronaphtho[1,2-c]isoxazol-3-ol and thionyl chloride (0.030 g, 0.252 mmol) in toluene (5.0 mL) and pyridine (1.5 mL) was heated at 110° C. for 10 minutes. The reaction mixture was cooled, diluted with 1 N aqueous hydrochloric acid (5.0 mL), and extracted with ethyl acetate (3×20 mL). The ethyl acetate extracts were combined and concentrated to give 3-(5-cyclohexyl-4-(trifluoromethyl)isoxazol-3-yl)-7-vin... Starting materials: FC(C=1C=C(C=C(C1)C(F)(F)F)NC1=NC(=NC(=C1C(=O)OCC)C)SC)(F)F (ethyl 4-(3,5-bis(trifluoro methyl)phenylamino)-6-methyl-2-(methylthio)pyrimidine-5-carboxylate), COC(N(C)C)OC (N,N-dimethylformamide dimethylacetal). The product is FC(C=1C=C(C=C(C1)C(F)(F)F)NC1=NC(=NC(=C1C(=O)OCC)\C=C\N(C)C)SC)(F)F ((E)-ethyl 4-(3,5-bis(trifluoromethyl)phenylamino)-6-(2-(dimethylamino)vinyl)-2-(methyl thio)pyrimidine-5-carboxylate). Reaction SMILES: [F:1][C:2]([F:29])([F:28])[C:3]1[CH:4]=[C:5]([NH:13][C:14]2[C:19]([C:20]([O:22][CH2:23][CH3:24])=[O:21])=[C:18]([CH3:25])[N:17]=[C:16]([S:26][CH3:27])[N:15]=2)[CH:6]=[C:7]([C:9]([F:12])([F:11])[F:10])[CH:8]=1.CO[CH:32](OC)[N:33]([CH3:35])[CH3:34]>>[F:29][C:2]([F:1])([F:28])[C:3]1[CH:4]=[C:5]([NH:13][C:14]2[C:19]([C:20]([O:22][CH2:23][CH3:24])=[O:21])=[C:18](/[CH:25]=[CH:32]/[N:33]([CH3:35])[CH3:34])[N:17]=[C:16]([S:26][CH3:27])[N:15]=2)[CH:6]=[C:7]([C:9]([F:10])([F:12])[F:11])[CH:8]=1. Reported procedure: The title compound was prepared as described in Example 1e by starting from ethyl 4-(3,5-bis(trifluoro methyl)phenylamino)-6-methyl-2-(methylthio)pyrimidine-5-carboxylate (1.52 g, 3.6 mmol) and N,N-dimethylformamide dimethylacetal (743 uL, 5.2 mmol) and continuing until the reaction yielded the crude title compound (E)-ethyl 4-(3,5-bis(trifluoromethyl)phenylamino)-6-(2-(dimethylamino)vinyl)-2-(methyl thio)pyrimidine-5-carboxylate. The resultant compound was used for the next step without further... The reactants are C(C)(C)(C)OC(N(CC)CCCOC1=CC=C(C=C1)N)=O ([3-(4-aminophenoxy)propyl]-ethyl-carbamic acid tert-butyl ester), C1=CN(C=N1)C(=S)N2C=CN=C2 (1,1-thiocarbonyldiimidazole), Ice water. Solvent: CN(C=O)C (N,N-dimethyl-formamide), CN(C=O)C (N,N-dimethylformamide). Reaction conditions: temperature -20 celsius, time 20 minute. Yields the product C(C)(C)(C)OC(N(CCCOC1=CC=C(C=C1)N=C=S)CC)=O (ethyl-[3-(4-isothiocyanatophenoxy)propyl]carbamic acid tert-butyl ester). Isolated yield 92.4%. RXN SMILES: C1N=CN([C:6](N2C=NC=C2)=[S:7])C=1.[C:13]([O:17][C:18](=[O:33])[N:19]([CH2:22][CH2:23][CH2:24][O:25][C:26]1[CH:31]=[CH:30][C:29]([NH2:32])=[CH:28][CH:27]=1)[CH2:20][CH3:21])([CH3:16])([CH3:15])[CH3:14]>CN(C)C=O>[C:13]([O:17][C:18](=[O:33])[N:19]([CH2:20][CH3:21])[CH2:22][CH2:23][CH2:24][O:25][C:26]1[CH:27]=[CH:28][C:29]([N:32]=[C:6]=[S:7])=[CH:30][CH:31]=1)([CH3:14])([CH3:15])[CH3:16]. Procedure: To a cooled (−20° C.) solution of 1,1-thiocarbonyldiimidazole (811 mg, 4.415 mmol) (Aldrich) in N,N-dimethylformamide (11 mL) was added dropwise a solution of [3-(4-aminophenoxy)propyl]-ethyl-carbamic acid tert-butyl ester (1.175 g, 3.99 mmol) (from Step B above) in N,N-dimethyl-formamide (11 mL) over 25 minute. After the addition was complete, the mixture was stirred at −20° C. for 20 minutes and then at room temperature for 1 hour. Ice-water was added and the mixture was extracted with ether. ... The reactants are [N+](=O)([O-])CC1CCCCC1 (nitromethyl-cyclohexane), C(C=C)(=O)OC (methyl acrylate). Run in C(C)(C)(C)O (tert-butanol), [OH-].C(C1=CC=CC=C1)[N+](C)(C)C (benzyltrimethylammonium hydroxide), CO (methanol), O (water). Reaction conditions: temperature 40 celsius, time 2 hour. The product is COC(CCC([N+](=O)[O-])C1CCCCC1)=O (rac-4-Cyclohexyl-4-nitro-butyric acid methyl ester). RXN SMILES: [N+:1]([CH2:4][CH:5]1[CH2:10][CH2:9][CH2:8][CH2:7][CH2:6]1)([O-:3])=[O:2].[C:11]([O:15][CH3:16])(=[O:14])[CH:12]=[CH2:13]>C(O)(C)(C)C.[OH-].C([N+](C)(C)C)C1C=CC=CC=1.CO.O>[CH3:16][O:15][C:11](=[O:14])[CH2:12][CH2:13][CH:4]([CH:5]1[CH2:10][CH2:9][CH2:8][CH2:7][CH2:6]1)[N+:1]([O-:3])=[O:2] |f:3.4|. Procedure: To a solution of 3.18 g (22.2 mmol) nitromethyl-cyclohexane (CAS: 2625-30-1) in 1 ml tert-butanol and 0.12 ml 35% benzyltrimethylammonium hydroxide in methanol warmed to 40° C. were added 1.99 ml (22.2 mmol) methyl acrylate. The yellow mixture was stirred at 40° C. for 2 hours then diluted with water and extracted with ethyl acetate. The combined extracts were washed with brine, dried over sodium sulfate, filtered and evaporated. The title compound was obtained in as slightly yellow oil: MS (EI)... The reactants are CCCOCCOc1ccccc1CO, C1CCOC1, Cc1ccccc1, CCOC(=O)N=NC(=O)OCC, COC(=O)C1=Cc2cc(O)ccc2S(=O)(=O)CC1, c1ccc(P(c2ccccc2)c2ccccc2)cc1. The product is CCCOCCOc1ccccc1COc1ccc2c(c1)C=C(C(=O)OC)CCS2(=O)=O. RXN SMILES: [CH2:19]([CH2:20][CH3:21])[O:22][CH2:23][CH2:24][O:25][c:26]1[c:27]([CH2:28][OH:29])[cH:30][cH:31][cH:32][cH:33]1.[CH2:65]1[O:66][CH2:67][CH2:68][CH2:69]1.[CH3:70][c:71]1[cH:72][cH:73][cH:74][cH:75][cH:76]1.[O:53]=[C:54]([O:55][CH2:56][CH3:57])[N:58]=[N:59][C:60]([O:61][CH2:62][CH3:63])=[O:64].[OH:1][c:2]1[cH:3][cH:4][c:5]2[c:6]([cH:18]1)[CH:7]=[C:8]([C:14](=[O:15])[O:16][CH3:17])[CH2:9][CH2:10][S:11]2(=[O:12])=[O:13].[c:34]1([P:35]([c:36]2[cH:37][cH:38][cH:39][cH:40][cH:41]2)[c:42]2[cH:43][cH:44][cH:45][cH:46][cH:47]2)[cH:48][cH:49][cH:50][cH:51][cH:52]1>>[O:1]([c:2]1[cH:3][cH:4][c:5]2[c:6]([cH:18]1)[CH:7]=[C:8]([C:14](=[O:15])[O:16][CH3:17])[CH2:9][CH2:10][S:11]2(=[O:12])=[O:13])[CH2:28][c:27]1[c:26]([O:25][CH2:24][CH2:23][O:22][CH2:19][CH2:20][CH3:21])[cH:33][cH:32][cH:31][cH:30]1. Reactants: NC=1C=C(C(=O)NC2=CC=CC=C2)C=CC1OC (3-amino-4-methoxybenzanilide), FC1=CC=C(C=C1)N=C=S (4-fluorophenyl isothiocyanate). The product is FC1=CC=C(C=C1)NC(NC=1C=C(C(=O)NC2=CC=CC=C2)C=CC1OC)=S (3-[3-(4-Fluorophenyl)-thioureido]-4-methoxy-N-phenyl-benzamide). As a reaction SMILES: [NH2:1][C:2]1[CH:3]=[C:4]([CH:14]=[CH:15][C:16]=1[O:17][CH3:18])[C:5]([NH:7][C:8]1[CH:13]=[CH:12][CH:11]=[CH:10][CH:9]=1)=[O:6].[F:19][C:20]1[CH:25]=[CH:24][C:23]([N:26]=[C:27]=[S:28])=[CH:22][CH:21]=1>C(OCC)(=O)C>[F:19][C:20]1[CH:25]=[CH:24][C:23]([NH:26][C:27](=[S:28])[NH:1][C:2]2[CH:3]=[C:4]([CH:14]=[CH:15][C:16]=2[O:17][CH3:18])[C:5]([NH:7][C:8]2[CH:13]=[CH:12][CH:11]=[CH:10][CH:9]=2)=[O:6])=[CH:22][CH:21]=1. Solvent: C(C)(=O)OCC (ethyl acetate). Procedure details: A mixture of 3-amino-4-methoxybenzanilide (0.973 g, 4.00 mmol) in ethyl acetate (75 mL) was heated briefly to ˜60° C. The mixture was filtered to clarity and 4-fluorophenyl isothiocyanate (0.49 mL, 4.04 mmol) was added to the filtrate. After 3 days, the mixture was concentrated until a crystalline precipitate was obtained, then allowed to stand several hours at room temperature. Filtration followed by trituration of the collected solid in ether afforded the product (0.4949 g); m.p. 182-183° C. Run at temperature 60 celsius, time 3 day. Isolated yield 31.3%.